Dataset: the Open Reaction Database (ORD), a public repository of structured organic reaction records. Task: describe an organic reaction: reactants, conditions, products, and yield The reactants are N(=[N+]=[N-])CC(=O)C1=C(C=CC=C1)[N+](=O)[O-] (2-azido-2′-nitroacetophenone), C(C)(=O)Cl (acetyl chloride), C1(=CC=CC=C1)P(C1=CC=CC=C1)C1=CC=CC=C1 (Triphenylphosphine). Run in C1(=CC=CC=C1)C (toluene), C1(=CC=CC=C1)C (toluene). Reaction conditions: time 6 hour. Yields the product CC=1OC(=CN1)C1=C(C=CC=C1)[N+](=O)[O-] (2-methyl-5-(2-nitrophenyl)oxazole). Reaction SMILES: [C:1]1(P(C2C=CC=CC=2)C2C=CC=CC=2)C=CC=C[CH:2]=1.[N:20]([CH2:23][C:24]([C:26]1[CH:31]=[CH:30][CH:29]=[CH:28][C:27]=1[N+:32]([O-:34])=[O:33])=[O:25])=[N+]=[N-].C(Cl)(=O)C>C1(C)C=CC=CC=1>[CH3:1][C:2]1[O:25][C:24]([C:26]2[CH:31]=[CH:30][CH:29]=[CH:28][C:27]=2[N+:32]([O-:34])=[O:33])=[CH:23][N:20]=1. Procedure details: Triphenylphosphine, polymer bound, (5.3 g, 3 mmol/g, Fluka Chimica, Buchs, Switzerland) was scurried in toluene (75 mL). A solution of 2-azido-2′-nitroacetophenone (2.18 g, 10.6 mmol) and acetyl chloride (0.848 g, 10.8 mmol) in toluene (25 mL) was added at room temperature, under a nitrogen atmosphere. The solution was stirred at room temperature for six hours, then filtered over celite. All volatiles were removed from the filtrate by evaporation under reduced pressure to yield 0.91 g of crude 2... The reactants are FC(C=1C=C(C=CC1)P(C1=CC(=CC=C1)C(F)(F)F)C1=CC(=CC=C1)C(F)(F)F)(F)F (tris(3-trifluoromethylpheny)phosphine), S(=O)(=O)(OC)C1=CC=C(C)C=C1 (methyl tosylate). The product is S(=O)(=O)([O-])C1=CC=C(C)C=C1.C[P+](C1=CC(=CC=C1)C(F)(F)F)(C1=CC(=CC=C1)C(F)(F)F)C1=CC(=CC=C1)C(F)(F)F (Methyltris(3-trifluoromethylphenyl)phosphonium tosylate). The yield is 88.0%. As a reaction SMILES: [F:1][C:2]([F:31])([F:30])[C:3]1[CH:4]=[C:5]([P:9]([C:20]2[CH:25]=[CH:24][CH:23]=[C:22]([C:26]([F:29])([F:28])[F:27])[CH:21]=2)[C:10]2[CH:15]=[CH:14][CH:13]=[C:12]([C:16]([F:19])([F:18])[F:17])[CH:11]=2)[CH:6]=[CH:7][CH:8]=1.[S:32]([C:37]1[CH:43]=[CH:42][C:40]([CH3:41])=[CH:39][CH:38]=1)([O:35][CH3:36])(=[O:34])=[O:33]>>[S:32]([C:37]1[CH:43]=[CH:42][C:40]([CH3:41])=[CH:39][CH:38]=1)([O-:35])(=[O:34])=[O:33].[CH3:36][P+:9]([C:5]1[CH:6]=[CH:7][CH:8]=[C:3]([C:2]([F:1])([F:30])[F:31])[CH:4]=1)([C:20]1[CH:25]=[CH:24][CH:23]=[C:22]([C:26]([F:29])([F:27])[F:28])[CH:21]=1)[C:10]1[CH:15]=[CH:14][CH:13]=[C:12]([C:16]([F:18])([F:19])[F:17])[CH:11]=1 |f:2.3|. Reported procedure: A mixture of 6.20 g (13.3 mmol) of tris(3-trifluoromethylpheny)phosphine and 2.94 g (15.8 mmol) of methyl tosylate were allowed to react for 3 hr at 140° C. A total of 7.64 g (11.7 mmol, 88.0%) of product was obtained, which was further purified by recrystallization from toluene-ethanol. Analyses: mp 176.0°-178.6° C. Starting materials: ClN1C(CCC1=O)=O (N-chlorosuccinimide), CCOCC (Ether), OC[C@](C)(O)C1=CC=C(C(=O)NC2=CC3=C(C=N2)C=CN3CC)C=C1 ((R)-4-(1,2-dihydroxypropan-2-yl)-N-(1-ethyl-1H-pyrrolo[3,2-c]pyridin-6-yl)benzamide), ClN1C(CCC1=O)=O (N-chlorosuccinimide). Solvent: CN(C)C=O (DMF), [Cl-].[Na+].O (Brine). Run at temperature 60 celsius. The product is ClC1=CN(C2=C1C=NC(=C2)NC(C2=CC=C(C=C2)[C@@](CO)(C)O)=O)CC ((R)-N-(3-chloro-1-ethyl-1H-pyrrolo[3,2-c]pyridin-6-yl)-4-(1,2-dihydroxypropan-2-yl)benzamide). Yield: 64.0%. Reaction SMILES: [OH:1][CH2:2][C@@:3]([C:6]1[CH:25]=[CH:24][C:9]([C:10]([NH:12][C:13]2[N:18]=[CH:17][C:16]3[CH:19]=[CH:20][N:21]([CH2:22][CH3:23])[C:15]=3[CH:14]=2)=[O:11])=[CH:8][CH:7]=1)([OH:5])[CH3:4].[Cl:26]N1C(=O)CCC1=O.CCOCC>CN(C=O)C.[Cl-].[Na+].O>[Cl:26][C:19]1[C:16]2[CH:17]=[N:18][C:13]([NH:12][C:10](=[O:11])[C:9]3[CH:24]=[CH:25][C:6]([C@:3]([OH:5])([CH3:4])[CH2:2][OH:1])=[CH:7][CH:8]=3)=[CH:14][C:15]=2[N:21]([CH2:22][CH3:23])[CH:20]=1 |f:4.5.6|. Procedure: In a 200 mL pear flask was added (R)-4-(1,2-dihydroxypropan-2-yl)-N-(1-ethyl-1H-pyrrolo[3,2-c]pyridin-6-yl)benzamide (13, 3.2 g, 7.1 mmol) in anhydrous DMF (45 ml) to give a brown suspension. At room temperature, N-chlorosuccinimide (0.94 g, 7.1 mmol) was added, and the mixture was heated to 60° C. for 4 hours. An additional 0.2 equivalent of N-chlorosuccinimide was added at room temperature. After an additional 1.5 hours of heating at 60° C., the mixture was cooled to room temperature. Brine wa... The reactants are BrC(C(=O)OCC)C(C1=NC=C(C=C1)OCC1=C(C=CC=C1)OC1=CC=CC=C1)Br (ethyl 2,3-dibromo-3-(5-((2-phenoxybenzyl)oxy)-2-pyridinyl)propanoate), Cl.ON (hydroxyamine hydrochloride), [OH-].[Na+].CO (sodium hydroxide methanol), C(CC(O)(C(=O)O)CC(=O)O)(=O)O (citric acid). Run in O1CCCC1 (tetrahydrofuran), O (water), O (water). Conditions: time 2 hour. Product: O(C1=CC=CC=C1)C1=C(COC=2C=CC(=NC2)C2=CC(=NO2)O)C=CC=C1 (5-(5-((2-phenoxybenzyl)oxy)pyridin-2-yl)isoxazol-3-ol). RXN SMILES: Br[CH:2]([CH:8](Br)[C:9]1[CH:14]=[CH:13][C:12]([O:15][CH2:16][C:17]2[CH:22]=[CH:21][CH:20]=[CH:19][C:18]=2[O:23][C:24]2[CH:29]=[CH:28][CH:27]=[CH:26][CH:25]=2)=[CH:11][N:10]=1)[C:3](OCC)=[O:4].Cl.[OH:32][NH2:33].[OH-].[Na+].CO.C(O)(=O)CC(CC(O)=O)(C(O)=O)O>O1CCCC1.O>[O:23]([C:18]1[CH:19]=[CH:20][CH:21]=[CH:22][C:17]=1[CH2:16][O:15][C:12]1[CH:13]=[CH:14][C:9]([C:8]2[O:32][N:33]=[C:3]([OH:4])[CH:2]=2)=[N:10][CH:11]=1)[C:24]1[CH:29]=[CH:28][CH:27]=[CH:26][CH:25]=1 |f:1.2,3.4.5|. Procedure: To a solution of ethyl 2,3-dibromo-3-(5-((2-phenoxybenzyl)oxy)-2-pyridinyl)propanoate (159.3 mg) in tetrahydrofuran (1 ml), 32 mg of hydroxyamine hydrochloride, 0.6 ml of 2.5N sodium hydroxide/methanol solution and 0.078 ml of water were added, and the reaction solution was stirred at room temperature for 2 hours and then heated to reflux overnight. The reaction solution was cooled, then diluted with water, acidified with 10% aqueous citric acid, then extracted with chloroform, and dried over an... Starting materials: C(C)(C)(C)OC(=O)N1CC2=CC(=C(C=C2C1)C)C1CCOCC1 (5-methyl-6-(tetrahydro-pyran-4-yl)-1,3-dihydro-isoindole-2-carboxylic acid tert-butyl ester), FC(C(=O)O)(F)F (trifluoroacetic acid). Reaction SMILES: C(OC([N:8]1[CH2:16][C:15]2[C:10](=[CH:11][C:12]([CH:18]3[CH2:23][CH2:22][O:21][CH2:20][CH2:19]3)=[C:13]([CH3:17])[CH:14]=2)[CH2:9]1)=O)(C)(C)C.[F:24][C:25]([F:30])([F:29])[C:26]([OH:28])=[O:27]>>[F:24][C:25]([F:30])([F:29])[C:26]([OH:28])=[O:27].[CH3:17][C:13]1[CH:14]=[C:15]2[C:10](=[CH:11][C:12]=1[CH:18]1[CH2:23][CH2:22][O:21][CH2:20][CH2:19]1)[CH2:9][NH:8][CH2:16]2 |f:2.3|. Procedure details: Prepared in analogy to Example A2(c) from 5-methyl-6-(tetrahydro-pyran-4-yl)-1,3-dihydro-isoindole-2-carboxylic acid tert-butyl ester and trifluoroacetic acid. Yellow oil. MS (m/e): 218.4 ([M+H]+, 100%). Yields the product FC(C(=O)O)(F)F.CC=1C=C2CNCC2=CC1C1CCOCC1 (5-Methyl-6-(tetrahydro-pyran-4-yl)-2,3-dihydro-1H-isoindole trifluoro-acetate). Reactants: BrCCCCC(=O)OCC (ethyl 5-bromovalerate), C1(C=2C(C(N1)=O)=CC=CC2)=O.[K] (potassium phthalimide), 1,3-dihydro-1,3-dioxo-2H-isoindole octanoic acid ethyl ester. The solvent is CN(C=O)C (dimethylformamide). Product: C(C)OC(CCCCN1C(C2=CC=CC=C2C1=O)=O)=O (1,3-Dihydro-1,3-dioxo-2H-isoindole-2-pentanoic acid ethyl ester). Isolated yield 81.4%. Reaction SMILES: Br[CH2:2][CH2:3][CH2:4][CH2:5][C:6]([O:8][CH2:9][CH3:10])=[O:7].[C:11]1(=[O:21])[NH:15][C:14](=[O:16])[C:13]2=[CH:17][CH:18]=[CH:19][CH:20]=[C:12]12.[K]>CN(C)C=O>[CH2:9]([O:8][C:6](=[O:7])[CH2:5][CH2:4][CH2:3][CH2:2][N:15]1[C:11](=[O:21])[C:12]2[C:13](=[CH:17][CH:18]=[CH:19][CH:20]=2)[C:14]1=[O:16])[CH3:10] |f:1.2,^1:21|. Procedure details: This compound was prepared according to the procedure used to prepare 1,3-dihydro-1,3-dioxo-2H-isoindole octanoic acid ethyl ester. Thus, a mixture of 100 g (0.48 mole) of ethyl 5-bromovalerate (99%, Aldrich) and 94.5 g (0.50 mole) of potassium phthalimide (98%, Aldrich) in 300 mL of dimethylformamide gave 107.6 g (81%) of viscous oil. A 2.0 g sample of this oil was purified by high-pressure liquid chromatography (Waters Associates Prep LC/System 500A; PrepPak® 500 silica; ethyl acetate-hexanes,... Reactants: CS(=O)(=O)OCCN1C2=CC=CC=C2OC=2C=CC=CC12 (2-(phenoxazin-10-yl)ethyl methanesulfonate), OC(C(=O)OCC)CC1=CC=C(C=C1)O (ethyl 2-hydroxy-3-(4-hydroxyphenyl)propanoate). Product: C1=CC=CC=2OC3=CC=CC=C3N(C12)CCOC1=CC=C(C=C1)CC(C(=O)OCC)O (Ethyl 3-[4-[2-(phenoxazin-10-yl)ethoxy]phenyl]-2-hydroxypropanoate). Yield: 42.8%. As a reaction SMILES: CS([O:5][CH2:6][CH2:7][N:8]1[C:21]2[CH:20]=[CH:19][CH:18]=[CH:17][C:16]=2[O:15][C:14]2[C:9]1=[CH:10][CH:11]=[CH:12][CH:13]=2)(=O)=O.[OH:22][CH:23]([CH2:29][C:30]1[CH:35]=[CH:34][C:33](O)=[CH:32][CH:31]=1)[C:24]([O:26][CH2:27][CH3:28])=[O:25]>>[CH:20]1[C:21]2[N:8]([CH2:7][CH2:6][O:5][C:33]3[CH:32]=[CH:31][C:30]([CH2:29][CH:23]([OH:22])[C:24]([O:26][CH2:27][CH3:28])=[O:25])=[CH:35][CH:34]=3)[C:9]3[C:14](=[CH:13][CH:12]=[CH:11][CH:10]=3)[O:15][C:16]=2[CH:17]=[CH:18][CH:19]=1. Reported procedure: The title compound (1.06 g, 43%) was prepared as a pale yellow liquid from 2-(phenoxazin-10-yl)ethyl methanesulfonate (1.8 g, 5.9 mmol) and ethyl 2-hydroxy-3-(4-hydroxyphenyl)propanoate (1.36 g, 6.49 mmol) by an analogous procedure to that described in example 6 (Method B). Solvent: Cl (HCl). Procedure details: A solution of 4 g of methyl 2,3-diaminobenzoate and 8.53 g of 4-methoxybutyric acid in 70 ml of 4N HCl is stirred at reflux over 21 hours. The reaction mixture is cooled to room temperature and partitioned between ethyl acetate and water. The aqueous phase is concentrated by evaporation—the residue is diluted with 100 ml of methanol and 2 ml of conc. H2SO4 and stirred at reflux over 45 hours. The reaction mixture is cooled to room temperature, neutralized with saturated aqueous sodium bicarbonat... Product: COCCCC=1NC2=C(N1)C=CC=C2C(=O)OC (Methyl 2-(3-methoxypropyl)-3H-benzoimidazole-4-carboxylate), SiO2. RXN SMILES: [NH2:1][C:2]1[C:11]([NH2:12])=[CH:10][CH:9]=[CH:8][C:3]=1[C:4]([O:6][CH3:7])=[O:5].[CH3:13][O:14][CH2:15][CH2:16][CH2:17][C:18](O)=O>Cl>[CH3:13][O:14][CH2:15][CH2:16][CH2:17][C:18]1[NH:1][C:2]2[C:3]([C:4]([O:6][CH3:7])=[O:5])=[CH:8][CH:9]=[CH:10][C:11]=2[N:12]=1. Starting materials: NC1=C(C(=O)OC)C=CC=C1N (methyl 2,3-diaminobenzoate), COCCCC(=O)O (4-methoxybutyric acid). Starting materials: ClC=1C(=NC=CC1)C(C=O)C (2-(3-chloropyridin-2-yl)propanal), [OH-].[K+] (potassium hydroxide), C(=C)C(=O)C (methyl vinyl ketone). The solvent is C(C)OCC (diethyl ether), C(C)OCC (diethyl ether). Conditions: time 8 hour. Yields the product ClC=1C(=NC=CC1)C1(C=CC(CC1)=O)C (4-(3-chloropyridin-2-yl)-4-methylcyclohex-2-enone). Isolated yield 21.5%. Reaction SMILES: [Cl:1][C:2]1[C:3]([CH:8]([CH3:11])[CH:9]=O)=[N:4][CH:5]=[CH:6][CH:7]=1.[OH-].[K+].[CH:14]([C:16]([CH3:18])=[O:17])=[CH2:15]>C(OCC)C>[Cl:1][C:2]1[C:3]([C:8]2([CH3:11])[CH2:15][CH2:14][C:16](=[O:17])[CH:18]=[CH:9]2)=[N:4][CH:5]=[CH:6][CH:7]=1 |f:1.2|. Reported procedure: To a 0° C. solution of the product of Example 38D (0.71 g, 4.19 mmol) in diethyl ether (10 mL) was added a solution of potassium hydroxide (3M in methanol, 0.56 mL, 1.68 mmol), followed by methyl vinyl ketone (0.47 g, 0.55 mL, 6.70 mmol). The reaction was allowed to warm to ambient temperature and stirred overnight. The reaction mixture was diluted with diethyl ether, and washed with water and brine. The organic layer was concentrated, and the residue was chromatographed on silica gel eluting wi...